Dataset: the Open Reaction Database (ORD), a public repository of structured organic reaction records. Task: describe an organic reaction: reactants, conditions, products, and yield Reactants: N(=C=O)C=1C=C(C(=O)OCC)C=CC1 (ethyl 3-isocyanatobenzoate), C(C1=CC=CC=C1)N1C2CCC(C1)C2CO ((2-benzyl-2-aza-bicyclo[2.2.1]hept-7yl)methanol), tris-(2-aminoethyl)amine polystyrene, methyl isocyanate polystyrene. The solvent is C1CCOC1 (THF), C1CCOC1 (THF). Conditions: time 6 hour. Yields the product C(C1=CC=CC=C1)N1C2CCC(C1)C2COC(=O)NC=2C=C(C(=O)OCC)C=CC2 (ethyl 3-(2-benzyl-2-azabicyclo[2.2.1]hept-7-ylmethoxycarbonylamino)benzoate). Yield: 58.6%. Reaction SMILES: [CH2:1]([N:8]1[CH2:13][CH:12]2[CH:14]([CH2:15][OH:16])[CH:9]1[CH2:10][CH2:11]2)[C:2]1[CH:7]=[CH:6][CH:5]=[CH:4][CH:3]=1.[N:17]([C:20]1[CH:21]=[C:22]([CH:28]=[CH:29][CH:30]=1)[C:23]([O:25][CH2:26][CH3:27])=[O:24])=[C:18]=[O:19]>C1COCC1>[CH2:1]([N:8]1[CH2:13][CH:12]2[CH:14]([CH2:15][O:16][C:18]([NH:17][C:20]3[CH:21]=[C:22]([CH:28]=[CH:29][CH:30]=3)[C:23]([O:25][CH2:26][CH3:27])=[O:24])=[O:19])[CH:9]1[CH2:10][CH2:11]2)[C:2]1[CH:3]=[CH:4][CH:5]=[CH:6][CH:7]=1. Reported procedure: 200.00 mg (0.920 mmol) of (2-benzyl-2-aza-bicyclo[2.2.1]hept-7yl)methanol were dissolved in 3 ml of dry THF and then 176.00 mg (0.920 mmol) of ethyl 3-isocyanatobenzoate in 1 ml of dry THF were added at room temperature. After stirring for 6 hours at room temperature, 125 mg (0.30 mmol) of tris-(2-aminoethyl)amine-polystyrene and 250 mg (0.30 mmol) of methyl isocyanate-polystyrene (each from NovaBiochem) were added and stirred at 50° C. overnight. After the resins had been filtered off, the solv... The reactants are CN1C(=NC=C1)NC(=S)NC1=CC=CC=C1 (N-(1-methylimidazol-2-yl)-N'-phenylthiourea), CI (methyl iodide). The solvent is CO (methanol). Product: I.CN1C(=NC=C1)NC(=NC1=CC=CC=C1)SC (methyl N-(1-methylimidazol-2-yl)-N'-phenylcarbamimidothioate hydroiodide). As a reaction SMILES: [CH3:1][N:2]1[CH:6]=[CH:5][N:4]=[C:3]1[NH:7][C:8]([NH:10][C:11]1[CH:16]=[CH:15][CH:14]=[CH:13][CH:12]=1)=[S:9].[CH3:17][I:18]>CO>[IH:18].[CH3:1][N:2]1[CH:6]=[CH:5][N:4]=[C:3]1[NH:7][C:8]([S:9][CH3:17])=[N:10][C:11]1[CH:16]=[CH:15][CH:14]=[CH:13][CH:12]=1 |f:3.4|. Reported procedure: A solution of 3.0 g (0.013 mole) of N-(1-methylimidazol-2-yl)-N'-phenylthiourea in 50 ml of methanol is added 2.13 g (0.015 mole) of methyl iodide. The solution is heated under reflux for 2 hr, the solvent is evaporated and the residue is recrystallized from acetone-ether to give methyl N-(1-methylimidazol-2-yl)-N'-phenylcarbamimidothioate hydroiodide; m.p. 115°-118° C. Starting materials: NC1=C(C=C(C=C1)C)NC(C1=CC=CC=C1)=O (N-(2-amino-5-methylphenyl)benzamide), COC=1C=C(C=O)C=C(C1OC)OC (3,4,5-trimethoxybenzaldehyde). Run in CO (methanol). Reaction conditions: time 12 hour. The product is CC=1C=CC(=C(C1)NC(C1=CC=CC=C1)=O)/N=C/C1=CC(=C(C(=C1)OC)OC)OC ((E)-N-(5-methyl-2-(3,4,5-trimethoxybenzylideneamino)phenyl)benzamide). As a reaction SMILES: [NH2:1][C:2]1[CH:7]=[CH:6][C:5]([CH3:8])=[CH:4][C:3]=1[NH:9][C:10](=[O:17])[C:11]1[CH:16]=[CH:15][CH:14]=[CH:13][CH:12]=1.[CH3:18][O:19][C:20]1[CH:21]=[C:22]([CH:25]=[C:26]([O:30][CH3:31])[C:27]=1[O:28][CH3:29])[CH:23]=O>CO>[CH3:8][C:5]1[CH:6]=[CH:7][C:2](/[N:1]=[CH:23]/[C:22]2[CH:25]=[C:26]([O:30][CH3:31])[C:27]([O:28][CH3:29])=[C:20]([O:19][CH3:18])[CH:21]=2)=[C:3]([NH:9][C:10](=[O:17])[C:11]2[CH:12]=[CH:13][CH:14]=[CH:15][CH:16]=2)[CH:4]=1. Procedure: A mixture of N-(2-amino-5-methylphenyl)benzamide (2 mmol) and 3,4,5-trimethoxybenzaldehyde (3 mmol) in methanol was stirred at room temperature for 12 h. The suspension was filtered and the solid was washed with methanol to afford (E)-N-(5-methyl-2-(3,4,5-trimethoxybenzylideneamino)phenyl)benzamide as a yellow solid. The reactants are XVI, C(C)(C)(C)OC(=O)N[C@@H](C(=O)N1CCN(CC1)C1=C(C=CC=C1)C(=O)N(C)C)CC1=CC=C(C=C1)Cl ([2-(4-{(2R)-2-[(tert-butoxy)carbonylamino]-3-(4-chlorophenyl)propanoyl}-piperazinyl)phenyl]-N,N-dimethylcarboxamide), Cl (HCl). The solvent is CCOC(=O)C (EtOAc). Product: Cl.N[C@@H](C(=O)N1CCN(CC1)C1=C(C=CC=C1)C(=O)N(C)C)CC1=CC=C(C=C1)Cl ((2-{4-[(2R)-2-Amino-3-(4-chlorophenyl)propanoyl]-piperazinyl}phenyl)-N,N-dimethylcarboxamide HCl salt). As a reaction SMILES: C(OC([NH:8][C@H:9]([CH2:29][C:30]1[CH:35]=[CH:34][C:33]([Cl:36])=[CH:32][CH:31]=1)[C:10]([N:12]1[CH2:17][CH2:16][N:15]([C:18]2[CH:23]=[CH:22][CH:21]=[CH:20][C:19]=2[C:24]([N:26]([CH3:28])[CH3:27])=[O:25])[CH2:14][CH2:13]1)=[O:11])=O)(C)(C)C.Cl>CCOC(C)=O>[ClH:36].[NH2:8][C@H:9]([CH2:29][C:30]1[CH:35]=[CH:34][C:33]([Cl:36])=[CH:32][CH:31]=1)[C:10]([N:12]1[CH2:13][CH2:14][N:15]([C:18]2[CH:23]=[CH:22][CH:21]=[CH:20][C:19]=2[C:24]([N:26]([CH3:28])[CH3:27])=[O:25])[CH2:16][CH2:17]1)=[O:11] |f:3.4|. Procedure: (2-{4-[(2R)-2-Amino-3-(4-chlorophenyl)propanoyl]-piperazinyl}phenyl)-N,N-dimethylcarboxamide HCl salt was prepared according to the procedure described in Preparation XVI by using [2-(4-{(2R)-2-[(tert-butoxy)carbonylamino]-3-(4-chlorophenyl)propanoyl}-piperazinyl)phenyl]-N,N-dimethylcarboxamide (Step 4) (240 mg, 0.46 mmol) and a satd soln of HCl in EtOAc (10 mL). The white solid that formed was isolated by filtration (200 mg). MS (ESI, pos. ion) m/z: 415 (M+H). Calc'd for C22H28Cl2N4O2: 451.39. Starting materials: CN1C(=O)CCC2=CC=CC(=C12)N (1-methyl-8-amino-3,4-dihydrocarbostyril), BrCCCCBr (1,4-dibromobutane), [I-].[Na+] (sodium iodide), C([O-])([O-])=O.[K+].[K+] (potassium carbonate), ClCCl.O (dichloromethane water). Solvent: C(C)#N (acetonitrile). The product is Cl.CN1C(=O)CCC2=CC=CC(=C12)N1CCCC1 (1-methyl-8-pyrrolidino-3,4-dihydrocarbostyril hydrochloride). Reaction SMILES: [CH3:1][N:2]1[C:12]2[C:7](=[CH:8][CH:9]=[CH:10][C:11]=2[NH2:13])[CH2:6][CH2:5][C:3]1=[O:4].Br[CH2:15][CH2:16][CH2:17][CH2:18]Br.[I-].[Na+].C(=O)([O-])[O-].[K+].[K+].[Cl:28]CCl.O>C(#N)C>[ClH:28].[CH3:1][N:2]1[C:12]2[C:7](=[CH:8][CH:9]=[CH:10][C:11]=2[N:13]2[CH2:18][CH2:17][CH2:16][CH2:15]2)[CH2:6][CH2:5][C:3]1=[O:4] |f:2.3,4.5.6,7.8,10.11|. Reported procedure: A suspension prepared by mixing 1 g of 1-methyl-8-amino-3,4-dihydrocarbostyril, 1.35 g of 1,4-dibromobutane, 1.9 g of sodium iodide, 1.75 g of potassium carbonate in 10 ml of acetonitrile was refluxed by heating for 20 hours. Then to the reaction mixture was added dichloromethane-water, and the organic layer was collected by separation, washed with water, and dried with anhydrous sodium sulfate. Next, the solvent was removed by evaporation, and the residue thus obtained was purified by a silica ...